Dataset: the Open Reaction Database (ORD), a public repository of structured organic reaction records. Task: describe an organic reaction: reactants, conditions, products, and yield Reactants: C(C)C(N(C(=O)C=1C=NN(C1)C1=CC=C(C=C1)F)C1=CC(=C(C=C1)OCC(C)(C)C)C#N)C(=O)O (Ethyl N-(3-cyano-4-neopentyloxyphenyl)-N-[1(4-fluorophenyl)pyrazol-4-ylcarbonyl]glycine), [OH-].[Na+] (sodium hydroxide). Run in C(C)O (ethanol). Run at time 30 minute. The product is C(#N)C=1C=C(C=CC1OCC(C)(C)C)N(CC(=O)O)C(=O)C=1C=NN(C1)C1=CC=C(C=C1)F (N-(3-Cyano-4-neopentyloxyphenyl)-N-[1-(4-fluorophenyl) pyrazol-4-ylcarbonyl]glycine). Yield: 63.7%. Reaction SMILES: C([CH:3]([C:33]([OH:35])=[O:34])[N:4]([C:19]1[CH:24]=[CH:23][C:22]([O:25][CH2:26][C:27]([CH3:30])([CH3:29])[CH3:28])=[C:21]([C:31]#[N:32])[CH:20]=1)[C:5]([C:7]1[CH:8]=[N:9][N:10]([C:12]2[CH:17]=[CH:16][C:15]([F:18])=[CH:14][CH:13]=2)[CH:11]=1)=[O:6])C.[OH-].[Na+]>C(O)C>[C:31]([C:21]1[CH:20]=[C:19]([N:4]([C:5]([C:7]2[CH:8]=[N:9][N:10]([C:12]3[CH:17]=[CH:16][C:15]([F:18])=[CH:14][CH:13]=3)[CH:11]=2)=[O:6])[CH2:3][C:33]([OH:35])=[O:34])[CH:24]=[CH:23][C:22]=1[O:25][CH2:26][C:27]([CH3:30])([CH3:29])[CH3:28])#[N:32] |f:1.2|. Reported procedure: Ethyl N-(3-cyano-4-neopentyloxyphenyl)-N-[1(4-fluorophenyl)pyrazol-4-ylcarbonyl]glycine (1.5 g) was added to ethanol (15 ml). 10% aqueous sodium hydroxide solution (10 ml) was added and the mixture was stirred at a refluxing temperature for 30 min. The solvent was evaporated under reducer pressure. To the residue was added dilute hydrochloric acid and the mixture was extracted with ethyl acetate. The organic layer was washed with saturated brine and dried over anhydrous magnesium sulfate, after ... Reactants: C=CC=C (1,3-butadiene), C#N (hydrogen cyanide). Yields the product C(CC=CC)#N (3-pentenenitrile), CC(C#N)C=C (2-methyl-3-butenenitrile). Reaction SMILES: [CH2:1]=[CH:2][CH:3]=[CH2:4].[CH:5]#[N:6]>>[C:5](#[N:6])[CH2:1][CH:2]=[CH:3][CH3:4].[CH3:1][CH:2]([CH:3]=[CH2:4])[C:5]#[N:6]. Procedure: A nickel complex from a reaction mixture of a reactor of Examples 3, 4, 6, 9, 10, 12, 13, 14, 15, or 16 contacts 1,3-butadiene and hydrogen cyanide in a reaction zone. A catalyst forms to produce 3-pentenenitrile, 2-methyl-3-butenenitrile, or a combination thereof. Reactants: N12CCC(CC1)(CC2)C(C#N)(C=2SC=CC2)C=2SC=CC2 (1-azabicyclo[2.2.2]oct-4-yl(di-2-thienyl)acetonitrile), C1(=CC=CC=C1)OCCCBr (3-bromopropyl phenyl ether). Solvent: 2CH3CN/3CHCl3. Product: [Br-].C(#N)C(C12CC[N+](CC1)(CC2)CCCOC2=CC=CC=C2)(C=2SC=CC2)C=2SC=CC2 (4-[cyano(di-2-thienyl)methyl]-1-[3-(phenyloxy)propyl]-1-azoniabicyclo[2.2.2]octane bromide). The yield is 71.7%. RXN SMILES: [N:1]12[CH2:8][CH2:7][C:4]([C:9]([C:17]3[S:18][CH:19]=[CH:20][CH:21]=3)([C:12]3[S:13][CH:14]=[CH:15][CH:16]=3)[C:10]#[N:11])([CH2:5][CH2:6]1)[CH2:3][CH2:2]2.[C:22]1([O:28][CH2:29][CH2:30][CH2:31][Br:32])[CH:27]=[CH:26][CH:25]=[CH:24][CH:23]=1>>[Br-:32].[C:10]([C:9]([C:17]1[S:18][CH:19]=[CH:20][CH:21]=1)([C:12]1[S:13][CH:14]=[CH:15][CH:16]=1)[C:4]12[CH2:7][CH2:8][N+:1]([CH2:31][CH2:30][CH2:29][O:28][C:22]3[CH:27]=[CH:26][CH:25]=[CH:24][CH:23]=3)([CH2:6][CH2:5]1)[CH2:2][CH2:3]2)#[N:11] |f:2.3|. Procedure details: Following the general procedure outlined in Example 7, 1-azabicyclo[2.2.2]oct-4-yl(di-2-thienyl)acetonitrile (0.1073 g, 0.3412 mmol) and 3-bromopropyl phenyl ether (0.070 mL, 0.444 mmol) in 2CH3CN/3CHCl3 (6.5 mL) were reacted to give the desired product (0.1296 g, 72.0%). EI-MS m/z 449 (M+) Rt (2.17 min). The reactants are ClC1=CC=2C3=C(NC2C=C1)CCN(C3)CCC(C)(O)C (4-(8-Chloro-1,3,4,5-tetrahydro-pyrido[4,3-b]indol-2-yl-)2-methyl butan-2-ol), BrC=C(C)C1=CC=C(C=C1)F ((1-bromoprop-1-en-2-yl)-4-fluorobenzene), N1[C@H](C(=O)O)CCC1 (L-proline), Cuprous, P(=O)([O-])([O-])[O-].[K+].[K+].[K+] (potassium phosphate). The solvent is CN(C)C=O (DMF). Run at temperature 95 celsius. Yields the product ClC1=CC=2C3=C(N(C2C=C1)\C=C(/C)\C1=CC=C(C=C1)F)CCN(C3)CCC(C)(O)C ((E)-4-(8-chloro-5-(2-(4-fluorophenyl)prop-1-enyl)-3,4-dihydro-1H-pyrido[4,3-b]indol-2(5H)-yl)-2-methylbutan-2-ol). The yield is 65.6%. RXN SMILES: [Cl:1][C:2]1[CH:10]=[CH:9][C:8]2[NH:7][C:6]3[CH2:11][CH2:12][N:13]([CH2:15][CH2:16][C:17]([CH3:20])([OH:19])[CH3:18])[CH2:14][C:5]=3[C:4]=2[CH:3]=1.Br[CH:22]=[C:23]([C:25]1[CH:30]=[CH:29][C:28]([F:31])=[CH:27][CH:26]=1)[CH3:24].N1CCC[C@H]1C(O)=O.P([O-])([O-])([O-])=O.[K+].[K+].[K+]>CN(C=O)C>[Cl:1][C:2]1[CH:10]=[CH:9][C:8]2[N:7](/[CH:22]=[C:23](/[C:25]3[CH:30]=[CH:29][C:28]([F:31])=[CH:27][CH:26]=3)\[CH3:24])[C:6]3[CH2:11][CH2:12][N:13]([CH2:15][CH2:16][C:17]([CH3:20])([OH:19])[CH3:18])[CH2:14][C:5]=3[C:4]=2[CH:3]=1 |f:3.4.5.6|. Reported procedure: 4-(8-Chloro-1,3,4,5-tetrahydro-pyrido[4,3-b]indol-2-yl-)2-methyl butan-2-ol (292 mg, 1.0 mmol), 1-((1-bromoprop-1-en-2-yl)-4-fluorobenzene (322 mg, 1.5 mmol), L-proline (23 mg, 0.2 mmol), Cuprous (I) iodide (19 mg, 0.1 mmol), potassium phosphate (636 mg, 3.0 mmol) in DMF (5 mL) were charged in a reaction vessel and nitrogen gas purged into the reaction mixture. The reaction mixture was heated at 95° C. overnight. The reaction was monitored by TLC/LCMS. The reaction mixture was diluted with water... Reactants: NC1=NC2=C3C(=C4C(=C2C(=N1)N)C=CC=C4)C=CC=C3 (2,4-diaminodibenzo[f,h]quinazoline), [NH4+].[OH-] (NH4OH). The solvent is Cl (HCl). Run at time 20 minute. Yields the product NC1=NC2=C3C(=C4C(=C2C(N1)=O)C=CC=C4)C=CC=C3 (2-aminodibenzo[f,h]quinazolin-4-(3H)-one). RXN SMILES: [NH2:1][C:2]1[N:11]=[C:10](N)[C:9]2[C:4](=[C:5]3[CH:20]=[CH:19][CH:18]=[CH:17][C:6]3=[C:7]3[CH:16]=[CH:15][CH:14]=[CH:13][C:8]3=2)[N:3]=1.[NH4+].[OH-:22]>Cl>[NH2:1][C:2]1[NH:11][C:10](=[O:22])[C:9]2[C:4](=[C:5]3[CH:20]=[CH:19][CH:18]=[CH:17][C:6]3=[C:7]3[CH:16]=[CH:15][CH:14]=[CH:13][C:8]3=2)[N:3]=1 |f:1.2|. Procedure details: A suspension of 2,4-diaminodibenzo[f,h]quinazoline (0.20 g, 0.76 mmol) in 1 N HCl (150 ml) was stirred at reflux for 24 h, then neutralized with NH4OH. The resulting solid was filtered, washed with water and methanol, then suspended in warm methanol (50 ml) for 20 minutes, filtered and dried at 90° C under reduced pressure. The solid was nearly dissolved in ethanol (100 ml) and 1 N NaOH (˜1.5 ml), filtered, and the filtrate neutralized with acetic acid to give a precipitate which was filtered, w... The reactants are [Al+3], [H-], [H-], [H-], [H-], [Li+], C1CCOC1, O, COC(=O)c1ccc2[nH]ncc2c1. The product is OCc1ccc2[nH]ncc2c1. RXN SMILES: [Al+3:15].[H-:14].[H-:17].[H-:18].[H-:19].[Li+:16].[O:21]1[CH2:22][CH2:23][CH2:24][CH2:25]1.[OH2:20].[nH:1]1[n:2][cH:3][c:4]2[cH:5][c:6]([C:10](=[O:11])[O:12][CH3:13])[cH:7][cH:8][c:9]12>>[nH:1]1[n:2][cH:3][c:4]2[cH:5][c:6]([CH2:10][OH:11])[cH:7][cH:8][c:9]12. Reactants: [N+](=O)([O-])C1=C(CN)C=CC=C1 (o-nitrobenzylamine), COC1OC(CC1)OC (2,5-dimethoxytetrahydrofuran), C(C)(=O)O (acetic acid). Run in O (water). Yields the product [N+](=O)([O-])C1=C(CN2C=CC=C2)C=CC=C1 (1-(o-nitrobenzyl)-pyrrole). As a reaction SMILES: [N+:1]([C:4]1[CH:11]=[CH:10][CH:9]=[CH:8][C:5]=1[CH2:6][NH2:7])([O-:3])=[O:2].CO[CH:14]1[CH2:18][CH2:17][CH:16](OC)O1.C(O)(=O)C>O>[N+:1]([C:4]1[CH:11]=[CH:10][CH:9]=[CH:8][C:5]=1[CH2:6][N:7]1[CH:14]=[CH:18][CH:17]=[CH:16]1)([O-:3])=[O:2]. Procedure details: The starting material is prepared as follows: The mixture of 3,078 g of o-nitrobenzylamine and 2,670 g of 2,5-dimethoxytetrahydrofuran is added rapidly to 10,000 ml of glacial acetic acid at 86° while stirring under nitrogen. The mixture is stirred at 95° for 1.25 hours, cooled to 25° and combined with 30,000 ml of water. It is extracted with ethyl acetate, the extract is washed with 10% aqueous sodium hydroxide and 10% aqueous sodium chloride, filtered and evaporated to yield the 1-(o-nitrobenz...